From a dataset of the Open Reaction Database (ORD), a public repository of structured organic reaction records. describe an organic reaction: reactants, conditions, products, and yield Reported procedure: To a solution of O-[(3aR,5R,6S,6aR)-5-(2,2-dimethyl-1,3-dioxolan-4-yl)-2,2-dimethyl-3a,5,6,6a-tetrahydrofuro[2,3-d][1,3]dioxol-6-yl] methylsulfanylmethanethioate (compound 1a, 14 g, 40 mmol) in toluene was added tri-n-butyltin hydride(23.2 g, 80 mmol) and azodiisobutyronitrile (82 mg, 0.5 mmol), the formed mixture was heated at 130° C. under nitrogen for 3 hours. After the reaction was completed, the reaction mixture was concentrated in vacuo and the residue was purified by column chromatography... The yield is 83.9%. The reagents and catalysts are N(=NC(C#N)(C)C)C(C#N)(C)C (azodiisobutyronitrile). Reaction SMILES: CSC(=S)O[C@@H:5]1[C@@H:12]2[C@@H:8]([O:9][C:10]([CH3:14])([CH3:13])[O:11]2)[O:7][C@@H:6]1[CH:15]1[CH2:19][O:18][C:17]([CH3:21])([CH3:20])[O:16]1.C([SnH](CCCC)CCCC)CCC>C1(C)C=CC=CC=1.N(C(C)(C)C#N)=NC(C)(C)C#N>[CH3:20][C:17]1([CH3:21])[O:16][CH:15]([C@H:6]2[O:7][C@@H:8]3[O:9][C:10]([CH3:14])([CH3:13])[O:11][C@@H:12]3[CH2:5]2)[CH2:19][O:18]1. Solvent: C1(=CC=CC=C1)C (toluene). Reaction conditions: temperature 130 celsius. The product is CC1(OCC(O1)[C@@H]1C[C@@H]2[C@@H](OC(O2)(C)C)O1)C ((3aR,5S,6aR)-5-(2,2-dimethyl-1,3-dioxolan-4-yl)-2,2-dimethyl-3a,5,6,6a-tetrahydrofuro[2,3-d][1,3]dioxole). The reactants are CSC(O[C@H]1[C@H](O[C@@H]2OC(O[C@@H]21)(C)C)C2OC(OC2)(C)C)=S (O-[(3aR,5R,6S,6aR)-5-(2,2-dimethyl-1,3-dioxolan-4-yl)-2,2-dimethyl-3a,5,6,6a-tetrahydrofuro[2,3-d][1,3]dioxol-6-yl] methylsulfanylmethanethioate), CSC(O[C@H]1[C@H](O[C@@H]2OC(O[C@@H]21)(C)C)C2OC(OC2)(C)C)=S (O-[(3aR,5R,6S,6aR)-5-(2,2-dimethyl-1,3-dioxolan-4-yl)-2,2-dimethyl-3a,5,6,6a-tetrahydrofuro[2,3-d][1,3]dioxol-6-yl] methylsulfanylmethanethioate), C(CCC)[SnH](CCCC)CCCC (tri-n-butyltin hydride). Starting materials: C(C)(C)N (isopropyl amine), C(C)(=O)N(C1C2=C(N(CCC1)C(=O)Cl)C=C(C=C2)Cl)CC2=CC(=CC(=C2)C(F)(F)F)C(F)(F)F (5-[Acetyl-(3,5-bis-trifluoromethyl-benzyl)-amino]-8-chloro-2,3,4,5-tetrahydro-benzo[b]azepine-1-carbonyl chloride). Solvent: ClCCl (dichloromethane). Conditions: time 1 hour. Yields the product C(C)(C)NC(=O)N1C2=C(C(CCC1)N(CC1=CC(=CC(=C1)C(F)(F)F)C(F)(F)F)C(C)=O)C=CC(=C2)Cl (5-[Acetyl-(3,5-bis-trifluoromethyl-benzyl)-amino]-8-chloro-2,3,4,5-tetrahydro-benzo[b]azepine-1-carboxylic acid isopropylamide). Yield: 86.0%. RXN SMILES: [CH:1]([NH2:4])([CH3:3])[CH3:2].[C:5]([N:8]([CH2:24][C:25]1[CH:30]=[C:29]([C:31]([F:34])([F:33])[F:32])[CH:28]=[C:27]([C:35]([F:38])([F:37])[F:36])[CH:26]=1)[CH:9]1[CH2:15][CH2:14][CH2:13][N:12]([C:16](Cl)=[O:17])[C:11]2[CH:19]=[C:20]([Cl:23])[CH:21]=[CH:22][C:10]1=2)(=[O:7])[CH3:6]>ClCCl>[CH:1]([NH:4][C:16]([N:12]1[CH2:13][CH2:14][CH2:15][CH:9]([N:8]([C:5](=[O:7])[CH3:6])[CH2:24][C:25]2[CH:30]=[C:29]([C:31]([F:33])([F:34])[F:32])[CH:28]=[C:27]([C:35]([F:36])([F:37])[F:38])[CH:26]=2)[C:10]2[CH:22]=[CH:21][C:20]([Cl:23])=[CH:19][C:11]1=2)=[O:17])([CH3:3])[CH3:2]. Reported procedure: Add isopropyl amine (0.3 mmol) to a dichloromethane solution of 5-[Acetyl-(3,5-bis-trifluoromethyl-benzyl)-amino]-8-chloro-2,3,4,5-tetrahydro-benzo[b]azepine-1-carbonyl chloride (0.050 g, 0.11 mmol) at room temperature under nitrogen. After stirring for 1 h remove solvent under vacuum and chromatograph the crude product over silica gel using ethyl acetate/hexane (30-40%) to elute. This provides the title compound (0.052 g, 87%) as a colorless solid: MS (ES+): 550 (M+H).